Dataset: the Open Reaction Database (ORD), a public repository of structured organic reaction records. Task: describe an organic reaction: reactants, conditions, products, and yield Reactants: [N+](=O)(O)[O-] (nitric acid), FC1=C(C(=O)O)C=C(C(=C1C)F)F (2,4,5-trifluoro-3-methylbenzoic acid). Run in S(O)(O)(=O)=O (sulfuric acid). Run at time 2 hour. Yields the product FC1=C(C(=O)O)C(=C(C(=C1C)F)F)[N+](=O)[O-] (2,4,5-Trifluoro-3-methyl-6-nitrobenzoic acid). RXN SMILES: [N+:1]([O-:4])(O)=[O:2].[F:5][C:6]1[C:14]([CH3:15])=[C:13]([F:16])[C:12]([F:17])=[CH:11][C:7]=1[C:8]([OH:10])=[O:9]>S(=O)(=O)(O)O>[F:5][C:6]1[C:14]([CH3:15])=[C:13]([F:16])[C:12]([F:17])=[C:11]([N+:1]([O-:4])=[O:2])[C:7]=1[C:8]([OH:10])=[O:9]. Reported procedure: To a mixture of acids containing 370 ml of conc. sulfuric acid and 61.2 ml of 70% nitric acid, 36.6 g of 2,4,5-trifluoro-3-methylbenzoic acid was added portionwise at the inner temperature of 55°-70° C. with stirring, and then stirring was continued for 2 hours at room temperature. The reaction mixture was poured into ice and extracted with isopropyl ether. The extract was washed with brine, and then dried and concentrated to give 30.6 g of yellow crystals. Reactants: COC(C1=CN=C(C=C1)OCC=1C(=NOC1C)CCCC)=O (6-(3-butyl-5-methyl-isoxazol-4-ylmethoxy)-nicotinic acid methyl ester), NC(CO)CO (2-amino-1,3-propanediol). The product is C(CCC)C1=NOC(=C1COC1=NC=C(C(=O)NC(CO)CO)C=C1)C (6-((3-Butyl-5-methyl-isoxazol-4-yl)methoxy)-N-(2-hydroxy-1-hydroxymethyl-ethyl)-nicotinamide). The yield is 30.0%. As a reaction SMILES: CO[C:3](=[O:22])[C:4]1[CH:9]=[CH:8][C:7]([O:10][CH2:11][C:12]2[C:13]([CH2:18][CH2:19][CH2:20][CH3:21])=[N:14][O:15][C:16]=2[CH3:17])=[N:6][CH:5]=1.[NH2:23][CH:24]([CH2:27][OH:28])[CH2:25][OH:26]>>[CH2:18]([C:13]1[C:12]([CH2:11][O:10][C:7]2[CH:8]=[CH:9][C:4]([C:3]([NH:23][CH:24]([CH2:27][OH:28])[CH2:25][OH:26])=[O:22])=[CH:5][N:6]=2)=[C:16]([CH3:17])[O:15][N:14]=1)[CH2:19][CH2:20][CH3:21]. Procedure details: As described for example 9, 6-(3-butyl-5-methyl-isoxazol-4-ylmethoxy)-nicotinic acid methyl ester (150 mg, 0.49 mmol) was converted, using 2-amino-1,3-propanediol instead of rac-2-amino-1-propanol, to the title compound (53 mg, 30%) which was obtained as a white solid after purification by chromatography (silica, 0 to 8% methanol in dichloromethane). MS: m/e=364.3 [M+H]+. Starting materials: Cl.COC=1C=C(C=CC1OC)C=1C(C(N(N1)C1CCNCC1)=O)(C)C (5-(3,4-dimethoxyphenyl)-4,4-dimethyl-2-(piperidin-4-yl)-2,4-dihydro-3H-pyrazol-3-one hydrochloride), Cl.COC=1C=C(C=CC1OC)C=1C(C(N(N1)C1CCNCC1)=O)(C)C (5-(3,4-dimethoxyphenyl)-4,4-dimethyl-2-(piperidin-4-yl)-2,4-dihydro-3H-pyrazol-3-one hydrochloride), C1(=CC=CC2=CC=CC=C12)S(=O)(=O)Cl (naphthalene-1-sulfonyl chloride). The product is COC=1C=C(C=CC1OC)C=1C(C(N(N1)C1CCN(CC1)S(=O)(=O)C1=CC=CC2=CC=CC=C12)=O)(C)C (5-(3,4-Dimethoxyphenyl)-4,4-dimethyl-2-[1-(naphthalen-1-ylsulfonyl)piperidin-4-yl]-2,4-dihydro-3H-pyrazol-3-one). As a reaction SMILES: Cl.[CH3:2][O:3][C:4]1[CH:5]=[C:6]([C:12]2[C:13]([CH3:25])([CH3:24])[C:14](=[O:23])[N:15]([CH:17]3[CH2:22][CH2:21][NH:20][CH2:19][CH2:18]3)[N:16]=2)[CH:7]=[CH:8][C:9]=1[O:10][CH3:11].[C:26]1([S:36](Cl)(=[O:38])=[O:37])[C:35]2[C:30](=[CH:31][CH:32]=[CH:33][CH:34]=2)[CH:29]=[CH:28][CH:27]=1>>[CH3:2][O:3][C:4]1[CH:5]=[C:6]([C:12]2[C:13]([CH3:25])([CH3:24])[C:14](=[O:23])[N:15]([CH:17]3[CH2:22][CH2:21][N:20]([S:36]([C:26]4[C:35]5[C:30](=[CH:31][CH:32]=[CH:33][CH:34]=5)[CH:29]=[CH:28][CH:27]=4)(=[O:38])=[O:37])[CH2:19][CH2:18]3)[N:16]=2)[CH:7]=[CH:8][C:9]=1[O:10][CH3:11] |f:0.1|. Reported procedure: The title compound is prepared analogously as described for GP1 using 5-(3,4-dimethoxyphenyl)-4,4-dimethyl-2-(piperidin-4-yl)-2,4-dihydro-3H-pyrazol-3-one hydrochloride (compound B1*HCl) and naphthalene-1-sulfonyl chloride as starting compounds. The crude product is purified by crystallization from methanol to yield the title compound. As a reaction SMILES: [CH2:59]1[O:60][CH2:61][CH2:62][CH2:63]1.[O:48]=[C:49]1[NH:50][C:51](=[O:52])[c:53]2[cH:54][cH:55][cH:56][cH:57][c:58]21.[OH:1][CH2:2][CH2:3][CH:4]([C:5](=[O:6])[O:7][C:8]([CH3:9])([CH3:10])[CH3:11])[C:12]1([CH2:25][CH:26]([CH3:27])[CH3:28])[C:13](=[O:24])[N:14]([CH2:17][c:18]2[cH:19][cH:20][cH:21][cH:22][cH:23]2)[CH2:15][CH2:16]1.[c:29]1([P:30]([c:31]2[cH:32][cH:33][cH:34][cH:35][cH:36]2)[c:37]2[cH:38][cH:39][cH:40][cH:41][cH:42]2)[cH:43][cH:44][cH:45][cH:46][cH:47]1>>[CH2:2]([CH2:3][CH:4]([C:5](=[O:6])[O:7][C:8]([CH3:9])([CH3:10])[CH3:11])[C:12]1([CH2:25][CH:26]([CH3:27])[CH3:28])[C:13](=[O:24])[N:14]([CH2:17][c:18]2[cH:19][cH:20][cH:21][cH:22][cH:23]2)[CH2:15][CH2:16]1)[N:50]1[C:49](=[O:48])[c:58]2[c:53]([cH:54][cH:55][cH:56][cH:57]2)[C:51]1=[O:52]. Yields the product CC(C)CC1(C(CCN2C(=O)c3ccccc3C2=O)C(=O)OC(C)(C)C)CCN(Cc2ccccc2)C1=O. Starting materials: C1CCOC1, O=C1NC(=O)c2ccccc21, CC(C)CC1(C(CCO)C(=O)OC(C)(C)C)CCN(Cc2ccccc2)C1=O, c1ccc(P(c2ccccc2)c2ccccc2)cc1. Reactants: CN(S(OC1=C(C=C(C=C1I)C(C)(C)C)CN)(=O)=O)C (2-aminomethyl-4-(1,1-dimethylethyl)-6-iodophenyl N,N-dimethylsulfamate), Br (hydrobromic acid). Solvent: C(C)O (ethanol). Conditions: time 15 minute. Yields the product Br.CN(S(OC1=C(C=C(C=C1I)C(C)(C)C)CN)(=O)=O)C (2-aminomethyl-4-(1,1-dimethylethyl)-6-iodophenyl N,N-dimethylsulfamate hydrobromide). Reaction SMILES: [CH3:1][N:2]([CH3:20])[S:3](=[O:19])(=[O:18])[O:4][C:5]1[C:10]([I:11])=[CH:9][C:8]([C:12]([CH3:15])([CH3:14])[CH3:13])=[CH:7][C:6]=1[CH2:16][NH2:17].[BrH:21]>C(O)C>[BrH:21].[CH3:20][N:2]([CH3:1])[S:3](=[O:18])(=[O:19])[O:4][C:5]1[C:10]([I:11])=[CH:9][C:8]([C:12]([CH3:15])([CH3:14])[CH3:13])=[CH:7][C:6]=1[CH2:16][NH2:17] |f:3.4|. Reported procedure: To a solution of 2-aminomethyl-4-(1,1-dimethylethyl)-6-iodophenyl N,N-dimethylsulfamate (65 mg., 0.16 millimole) in ethanol (2 ml.) is added slowly with stirring 48% hydrobromic acid (0.5 ml.) at 20° C. After standing at 20° C. for 15 minutes, the deposited solid is collected and dried to give 2-aminomethyl-4-(1,1-dimethylethyl)-6-iodophenyl N,N-dimethylsulfamate hydrobromide as a colorless solid (70 mg., 89%), m.p. 243°-244° C. with dec. Reactants: COC(=O)C1CC(OCc2cccc(-c3cccc(Br)c3)c2)CN1C(=O)OC(C)(C)C, Cl, C1COCCO1. Yields the product COC(=O)C1CC(OCc2cccc(-c3cccc(Br)c3)c2)C[NH2+]1, [Cl-]. As a reaction SMILES: [Br:1][c:2]1[cH:3][c:4](-[c:8]2[cH:9][c:10]([CH2:14][O:15][CH:16]3[CH2:17][CH:18]([C:28](=[O:29])[O:30][CH3:31])[N:19]([C:21]([O:22][C:23]([CH3:24])([CH3:25])[CH3:26])=[O:27])[CH2:20]3)[cH:11][cH:12][cH:13]2)[cH:5][cH:6][cH:7]1.[ClH:38].[O:32]1[CH2:33][CH2:34][O:35][CH2:36][CH2:37]1>>[Br:1][c:2]1[cH:3][c:4](-[c:8]2[cH:9][c:10]([CH2:14][O:15][CH:16]3[CH2:17][CH:18]([C:28](=[O:29])[O:30][CH3:31])[NH2+:19][CH2:20]3)[cH:11][cH:12][cH:13]2)[cH:5][cH:6][cH:7]1.[Cl-:38].